From a dataset of the Open Reaction Database (ORD), a public repository of structured organic reaction records. describe an organic reaction: reactants, conditions, products, and yield Starting materials: C(CC)(=O)[O-].[Na+] (Sodium propanoate), C(CC)C1=C(C(=CC=C1)CCC)O (2,6-dipropylphenol). Solvent: OS(=O)(=O)C(F)(F)F (Triflic Acid). Yields the product C(CC)C1=C(C(=CC(=C1)C(CC)=O)CCC)O (2,6-dipropyl-4-propionylphenol). Reaction SMILES: [C:1]([O-:5])(=O)[CH2:2][CH3:3].[Na+].[CH2:7]([C:10]1[CH:15]=[CH:14][CH:13]=[C:12]([CH2:16][CH2:17][CH3:18])[C:11]=1[OH:19])[CH2:8][CH3:9]>OS(C(F)(F)F)(=O)=O>[CH2:16]([C:12]1[CH:13]=[C:14]([C:1](=[O:5])[CH2:2][CH3:3])[CH:15]=[C:10]([CH2:7][CH2:8][CH3:9])[C:11]=1[OH:19])[CH2:17][CH3:18] |f:0.1|. Reported procedure: Sodium propanoate (0.88 g, 1.5 eq) and 2,6-dipropylphenol (1.09 g, 1.0 eq) were combined in Triflic Acid (5.0 g) as in Example 13, step 1. The resulting waxy solid was purified by chromatography on silica gel using ethyl acetate:hexanes:acetic acid (10:90:1) to give the titled phenol. Starting materials: CC(C)OC(N)=O, C=O, CCO, CN, Cl. Product: CNCNC(=O)OC(C)C, Cl. RXN SMILES: [C:6]([NH2:7])([O:8][CH:9]([CH3:10])[CH3:11])=[O:12].[CH2:4]=[O:5].[CH3:13][CH2:14][OH:15].[CH3:2][NH2:3].[ClH:1]>>[CH3:2][NH:3][CH2:4][NH:7][C:6]([O:8][CH:9]([CH3:10])[CH3:11])=[O:12].[ClH:1].